From a dataset of the Open Reaction Database (ORD), a public repository of structured organic reaction records. describe an organic reaction: reactants, conditions, products, and yield Starting materials: C1(=CC=CC=C1)[C@H]1[C@@H](C1)C(=O)Cl (trans-2-phenyl-1-cyclopropanecarbonyl chloride), C1(CCCCC1)N1CCNCC1 (1-cyclohexylpiperazine). Product: C1(CCCCC1)N1CCN(CC1)C(=O)[C@H]1[C@@H](C1)C1=CC=CC=C1 (trans-(4-Cyclohexylpiperazin-1-yl)-(2-phenyl-cyclopropyl)methanone). As a reaction SMILES: [C:1]1([C@@H:7]2[CH2:9][C@H:8]2[C:10](Cl)=[O:11])[CH:6]=[CH:5][CH:4]=[CH:3][CH:2]=1.[CH:13]1([N:19]2[CH2:24][CH2:23][NH:22][CH2:21][CH2:20]2)[CH2:18][CH2:17][CH2:16][CH2:15][CH2:14]1>>[CH:13]1([N:19]2[CH2:24][CH2:23][N:22]([C:10]([C@@H:8]3[CH2:9][C@H:7]3[C:1]3[CH:6]=[CH:5][CH:4]=[CH:3][CH:2]=3)=[O:11])[CH2:21][CH2:20]2)[CH2:18][CH2:17][CH2:16][CH2:15][CH2:14]1. Procedure details: This example was prepared according to Example 1 by employing trans-2-phenyl-1-cyclopropanecarbonyl chloride and 1-cyclohexylpiperazine, which is commercially available from, for example, Sigma-Aldrich Corporation, to afford title compound as a white solid. m/z (ES+) M+1=313.2; HPLC tR=1.76 min. 1H NMR (500 MHz, CDCl3) δ 7.28-7.24 (m, 2H), 7.19-7.15 (m, 1H), 7.10 (d, J=7.9 Hz, 2H), 3.67-3.53 (m, 4H), 2.58-2.49 (m, 4H), 2.47 (dt, J=8.9, 1.3 Hz, 1H), 2.29-2.22 (m, 1H), 2.00-1.92 (m, 1H), 1.79 (dd,... The reactants are CCCCc1nc2c(C)ccc(OCCCCN3CNC4CC=CC=C43)c2n1Cc1ccc(-c2ccccc2C(=O)OC(C)(C)C)cc1, ClCCl, O=C(O)C(F)(F)F. Yields the product CCCCc1nc2c(C)ccc(OCCCCN3CNC4CC=CC=C43)c2n1Cc1ccc(-c2ccccc2C(=O)O)cc1. As a reaction SMILES: [CH2:1]([CH2:2][CH2:3][CH3:4])[c:5]1[n:6][c:7]2[c:8]([n:9]1[CH2:10][c:11]1[cH:12][cH:13][c:14](-[c:17]3[c:18]([C:23](=[O:24])[O:25][C:26]([CH3:27])([CH3:28])[CH3:29])[cH:19][cH:20][cH:21][cH:22]3)[cH:15][cH:16]1)[c:30]([O:35][CH2:36][CH2:37][CH2:38][CH2:39][N:40]1[CH2:41][NH:42][CH:43]3[C:44]1=[CH:45][CH:46]=[CH:47][CH2:48]3)[cH:31][cH:32][c:33]2[CH3:34].[CH2:56]([Cl:57])[Cl:58].[OH:49][C:50]([C:51]([F:52])([F:53])[F:54])=[O:55]>>[CH2:1]([CH2:2][CH2:3][CH3:4])[c:5]1[n:6][c:7]2[c:8]([n:9]1[CH2:10][c:11]1[cH:12][cH:13][c:14](-[c:17]3[c:18]([C:23](=[O:24])[OH:25])[cH:19][cH:20][cH:21][cH:22]3)[cH:15][cH:16]1)[c:30]([O:35][CH2:36][CH2:37][CH2:38][CH2:39][N:40]1[CH2:41][NH:42][CH:43]3[C:44]1=[CH:45][CH:46]=[CH:47][CH2:48]3)[cH:31][cH:32][c:33]2[CH3:34]. Starting materials: N(=[N+]=[N-])CCO\N=C(/C(=O)OCC)\C=1N=C(SC1)NC(C1=CC=CC=C1)(C1=CC=CC=C1)C1=CC=CC=C1 (2-(tritylamino)-4-thiazoleglyoxylic acid ethyl ester (Z)-O-(2-azidoethyl) oxime). Reagents/catalysts: [Pd] (palladium/carbon). Run in CO (methanol). Product: NCCO\N=C(/C(=O)OCC)\C=1N=C(SC1)NC(C1=CC=CC=C1)(C1=CC=CC=C1)C1=CC=CC=C1 (2-(tritylamino)-4-thiazoleglyoxylic acid ethyl ester (Z)-O-(2-aminoethyl) oxime). As a reaction SMILES: [N:1]([CH2:4][CH2:5][O:6]/[N:7]=[C:8](/[C:14]1[N:15]=[C:16]([NH:19][C:20]([C:33]2[CH:38]=[CH:37][CH:36]=[CH:35][CH:34]=2)([C:27]2[CH:32]=[CH:31][CH:30]=[CH:29][CH:28]=2)[C:21]2[CH:26]=[CH:25][CH:24]=[CH:23][CH:22]=2)[S:17][CH:18]=1)\[C:9]([O:11][CH2:12][CH3:13])=[O:10])=[N+]=[N-]>CO.[Pd]>[NH2:1][CH2:4][CH2:5][O:6]/[N:7]=[C:8](/[C:14]1[N:15]=[C:16]([NH:19][C:20]([C:27]2[CH:32]=[CH:31][CH:30]=[CH:29][CH:28]=2)([C:33]2[CH:38]=[CH:37][CH:36]=[CH:35][CH:34]=2)[C:21]2[CH:22]=[CH:23][CH:24]=[CH:25][CH:26]=2)[S:17][CH:18]=1)\[C:9]([O:11][CH2:12][CH3:13])=[O:10]. Procedure: 16.4 g of 2-(tritylamino)-4-thiazoleglyoxylic acid ethyl ester (Z)-O-(2-azidoethyl) oxime were hydrogenated for 3.5 hours under normal pressure in 300 ml of methanol in the presence of 2.5 g of palladium/carbon (5%). The catalyst was filtered off and the solvent was removed in a vacuum. The residue was crystallized from carbon tetrachloride/petroleum ether (low-boiling). There was obtained 2-(tritylamino)-4-thiazoleglyoxylic acid ethyl ester (Z)-O-(2-aminoethyl) oxime as white crystals having a ... Reactants: C([O-])(O)=O.[Na+] (sodium bicarbonate), ClC=1C=C(C=CC1Cl)[C@@H](CN)CCO ((S)-2-(3,4-Dichlorophenyl)-4-hydroxybutylamine), C(#N)C=1C=C(C2=CC=CC=C2C1)C(=O)Cl (3-cyano-1-naphthoyl chloride). The solvent is C(Cl)Cl (DCM), C(Cl)Cl (DCM). Conditions: temperature 0 celsius, time 20 hour. Yields the product ClC=1C=C(C=CC1Cl)[C@@H](CN(C(=O)C1=CC(=CC2=CC=CC=C12)C#N)C)CCO (N-[(S)-2-(3,4-Dichlorophenyl)-4-hydroxybutyl]-N-methyl-3-cyano-1-naphthamide). Yield: 78.0%. Reaction SMILES: [Cl:1][C:2]1[CH:3]=[C:4]([C@H:9]([CH2:12][CH2:13][OH:14])[CH2:10][NH2:11])[CH:5]=[CH:6][C:7]=1[Cl:8].[C:15](=O)(O)[O-].[Na+].[C:20]([C:22]1[CH:23]=[C:24]([C:32](Cl)=[O:33])[C:25]2[C:30]([CH:31]=1)=[CH:29][CH:28]=[CH:27][CH:26]=2)#[N:21]>C(Cl)Cl>[Cl:1][C:2]1[CH:3]=[C:4]([C@H:9]([CH2:12][CH2:13][OH:14])[CH2:10][N:11]([CH3:15])[C:32]([C:24]2[C:25]3[C:30](=[CH:29][CH:28]=[CH:27][CH:26]=3)[CH:31]=[C:22]([C:20]#[N:21])[CH:23]=2)=[O:33])[CH:5]=[CH:6][C:7]=1[Cl:8] |f:1.2|. Reported procedure: (S)-2-(3,4-Dichlorophenyl)-4-hydroxybutylamine (20.8 g, 83.8 mmol) was dissolved in DCM (700 mL). To the stirred solution was added 10% aqueous sodium bicarbonate (300 mL), and the mixture cooled to 0° C. A solution of 3-cyano-1-naphthoyl chloride (17.4 g, 80.6 mmol) in DCM (300 mL) was added dropwise over 30 minutes. The mixture was then allowed to warm to ambient temperature and stir for 20 h. The layers were separated, and the aqueous phase washed with DCM (300 mL). The combined organic layer... Starting materials: [BH4-], CC(C)O, CC(=O)O, Nc1ccc(Cl)cc1C(=O)c1ccccc1F, [Na+], O. Yields the product Nc1ccc(Cl)cc1C(O)c1ccccc1F. RXN SMILES: [BH4-:22].[CH3:1][CH:2]([OH:3])[CH3:4].[CH3:24][C:25](=[O:26])[OH:27].[NH2:5][c:6]1[c:7]([C:8](=[O:9])[c:10]2[c:11]([F:16])[cH:12][cH:13][cH:14][cH:15]2)[cH:17][c:18]([Cl:21])[cH:19][cH:20]1.[Na+:23].[OH2:28]>>[NH2:5][c:6]1[c:7]([CH:8]([OH:9])[c:10]2[c:11]([F:16])[cH:12][cH:13][cH:14][cH:15]2)[cH:17][c:18]([Cl:21])[cH:19][cH:20]1. Run in N1=CC=CC=C1 (pyridine), N1=CC=CC=C1 (pyridine). Product: C(C)(=O)N1C(=NCC1)CC(C1=CC=CC=C1)C1=CC=CC=C1 (1-acetyl-2-(2,2-diphenyl ethyl)-2-imidazoline). Procedure: To a mixture of 5.0 g of 2-(2,2-diphenyl ethyl)-2-imidazoline and 50 ml of pyridine, 1.1 g of acetyl chloride was dropwise added and the solution stirred at room temperature for about 2 hours. After the reaction, pyridine was removed by distillation. To the resulting residue there was added 100 ml of benzene and the same amount of water, and the solution was well shaken. The benzene layer was separated, washed with water and dried with sodium sulfate. After removing benzene from the solution, th... As a reaction SMILES: [C:1]1([CH:7]([C:14]2[CH:19]=[CH:18][CH:17]=[CH:16][CH:15]=2)[CH2:8][C:9]2[NH:10][CH2:11][CH2:12][N:13]=2)[CH:6]=[CH:5][CH:4]=[CH:3][CH:2]=1.[C:20](Cl)(=[O:22])[CH3:21]>N1C=CC=CC=1>[C:20]([N:13]1[CH2:12][CH2:11][N:10]=[C:9]1[CH2:8][CH:7]([C:1]1[CH:2]=[CH:3][CH:4]=[CH:5][CH:6]=1)[C:14]1[CH:15]=[CH:16][CH:17]=[CH:18][CH:19]=1)(=[O:22])[CH3:21]. Run at time 2 hour. Reactants: C1(=CC=CC=C1)C(CC=1NCCN1)C1=CC=CC=C1 (2-(2,2-diphenyl ethyl)-2-imidazoline), C(C)(=O)Cl (acetyl chloride). The reactants are O (Water), ClC1=CC=CC=2N1N=C(C2C2=NC(=NC=C2)NC2CCCC2)C=2OC=CC2C (4-[7-chloro-2-(3-methyl-2-furyl)pyrazolo[1,5-a]pyridin-3-yl]-N-cyclopentyl-2-pyrimidinamine), C1(=CC=CC=C1)P(C1=C(C2=CC=CC=C2C=C1)C1=C(C=CC2=CC=CC=C12)P(C1=CC=CC=C1)C1=CC=CC=C1)C1=CC=CC=C1 (racemic-2,2′-bis(diphenylphosphino)-1,1′-binaphthyl), C([O-])([O-])=O.[Cs+].[Cs+] (cesium carbonate), C1(CCCC1)N (cyclopentylamine). Reagents/catalysts: C(C)(=O)[O-].[Pd+2].C(C)(=O)[O-] (palladium (II) acetate). Conditions: temperature 100 celsius, time 3 hour. The product is C1(CCCC1)NC1=CC=CC=2N1N=C(C2C2=NC(=NC=C2)NC2CCCC2)C=2OC=CC2C (N-cyclopentyl-3-[2-(cyclopentylamino)-4-pyrimidinyl]-2-(3-methyl-2-furyl)pyrazolo[1,5-a]pyridin-7-amine). The yield is 87.0%. As a reaction SMILES: Cl[C:2]1[N:7]2[N:8]=[C:9]([C:23]3[O:24][CH:25]=[CH:26][C:27]=3[CH3:28])[C:10]([C:11]3[CH:16]=[CH:15][N:14]=[C:13]([NH:17][CH:18]4[CH2:22][CH2:21][CH2:20][CH2:19]4)[N:12]=3)=[C:6]2[CH:5]=[CH:4][CH:3]=1.C1(P(C2C=CC=CC=2)C2C=CC3C(=CC=CC=3)C=2C2C3C(=CC=CC=3)C=CC=2P(C2C=CC=CC=2)C2C=CC=CC=2)C=CC=CC=1.C(=O)([O-])[O-].[Cs+].[Cs+].O.[CH:82]1([NH2:87])[CH2:86][CH2:85][CH2:84][CH2:83]1>C([O-])(=O)C.[Pd+2].C([O-])(=O)C>[CH:82]1([NH:87][C:2]2[N:7]3[N:8]=[C:9]([C:23]4[O:24][CH:25]=[CH:26][C:27]=4[CH3:28])[C:10]([C:11]4[CH:16]=[CH:15][N:14]=[C:13]([NH:17][CH:18]5[CH2:22][CH2:21][CH2:20][CH2:19]5)[N:12]=4)=[C:6]3[CH:5]=[CH:4][CH:3]=2)[CH2:86][CH2:85][CH2:84][CH2:83]1 |f:2.3.4,7.8.9|. Procedure: To a solution of 4-[7-chloro-2-(3-methyl-2-furyl)pyrazolo[1,5-a]pyridin-3-yl]-N-cyclopentyl-2-pyrimidinamine (150 mg, 0.38 mmol) in cyclopentylamine (10 mL) was added racemic-2,2′-bis(diphenylphosphino)-1,1′-binaphthyl (76 mg, 0.12 mmol), cesium carbonate (247 mg, 0.76 mmol) and palladium (II) acetate (17 mg, 0.076 mmol). The resulting mixture was stirred at 100° C. for 3 hours. Water was added and the mixture was extracted with ethyl acetate. The ethyl acetate phase was washed with brine, dried... The reactants are crude material, Cl.NC1=C(C(=O)OC)C=C(C=C1)I (methyl 2-amino-5-iodobenzoate hydrochloride), C1(=CC=CC=C1)C (toluene), C([O-])(O)=O.[Na+] (sodium bicarbonate), C(=S)(Cl)Cl (thiophosgene). Run in C(CC)O (n-propanol), O (water), O (water), O (water). Reaction conditions: time 8 hour. The product is IC=1C=CC(=C(C(=O)OC)C1)N=C=S (Methyl 5-iodo-2-isothiocyanatobenzoate). RXN SMILES: Cl.[NH2:2][C:3]1[CH:12]=[CH:11][C:10]([I:13])=[CH:9][C:4]=1[C:5]([O:7][CH3:8])=[O:6].C1(C)C=CC=CC=1.C(=O)(O)[O-].[Na+].[C:26](Cl)(Cl)=[S:27]>O.C(O)CC>[I:13][C:10]1[CH:11]=[CH:12][C:3]([N:2]=[C:26]=[S:27])=[C:4]([CH:9]=1)[C:5]([O:7][CH3:8])=[O:6] |f:0.1,3.4|. Procedure details: To 20 g (0.064 mol) of methyl 2-amino-5-iodobenzoate hydrochloride was added 720 mL of toluene, 180 mL of water, 49 g (0.593 mol) of sodium bicarbonate, and 13.2 mL (0.181 mol) of thiophosgene. The biphasic mixture was stirred at room temperature overnight, diluted with 400 mL of water, and the phases were separated. The organic phase was washed with brine, dried over anhydrous sodium sulfate, and concentrated under reduced pressure to deliver 21.43 g of the title compound, which was used withou... Reactants: solid, Cl.Cl.Cl.O1CCC=2C1=C(N=CC2)N2CCN(CC2)CC[C@@H]2CC[C@H](CC2)N (trans-4-{2-[4-(2,3-dihydro-furo[2,3-c]pyridin-7-yl)-piperazin-1-yl]-ethyl}-cyclohexylamine trihydrochloride), Cl.Cl.Cl.O1CCC=2C1=C(N=CC2)N2CCN(CC2)CC[C@@H]2CC[C@H](CC2)N (trans-4-{2-[4-(2,3-dihydro-furo[2,3-c]pyridin-7-yl)-piperazin-1-yl]-ethyl}-cyclohexylamine trihydrochloride), FC1=CC=C(C=C1)S(=O)(=O)Cl (4-fluoro-benzenesulfonyl chloride). Yields the product O1CCC=2C1=C(N=CC2)N2CCN(CC2)CC[C@@H]2CC[C@H](CC2)NS(=O)(=O)C2=CC=C(C=C2)F (trans-N-(4-{2-[4-(2,3-Dihydro-furo[2,3-c]pyridin-7-yl)-piperazin-1-yl]-ethyl}-cyclohexyl)-4-fluoro-benzenesulfonamide). As a reaction SMILES: Cl.Cl.Cl.[O:4]1[C:8]2=[C:9]([N:13]3[CH2:18][CH2:17][N:16]([CH2:19][CH2:20][C@H:21]4[CH2:26][CH2:25][C@H:24]([NH2:27])[CH2:23][CH2:22]4)[CH2:15][CH2:14]3)[N:10]=[CH:11][CH:12]=[C:7]2[CH2:6][CH2:5]1.[F:28][C:29]1[CH:34]=[CH:33][C:32]([S:35](Cl)(=[O:37])=[O:36])=[CH:31][CH:30]=1>>[O:4]1[C:8]2=[C:9]([N:13]3[CH2:18][CH2:17][N:16]([CH2:19][CH2:20][C@H:21]4[CH2:26][CH2:25][C@H:24]([NH:27][S:35]([C:32]5[CH:33]=[CH:34][C:29]([F:28])=[CH:30][CH:31]=5)(=[O:37])=[O:36])[CH2:23][CH2:22]4)[CH2:15][CH2:14]3)[N:10]=[CH:11][CH:12]=[C:7]2[CH2:6][CH2:5]1 |f:0.1.2.3|. Reported procedure: The title compound, white solid (119 mg, 97%), MS (ISP) m/z=489.3 [(M+H)+], mp 148° C., was prepared in accordance with the general method of example 26 from trans-4-{2-[4-(2,3-dihydro-furo[2,3-c]pyridin-7-yl)-piperazin-1-yl]-ethyl}-cyclohexylamine trihydrochloride (intermediate B) (110 mg, 0.25 mmol) and 4-fluoro-benzenesulfonyl chloride. The reactants are CC(OCC)OC\C=C\C#CCC#CCCCCC ((E)-4-methyl-3,5-dioxa-7-octadecen-9,12-diyne), S(O)(O)(=O)=O (sulfuric acid). Solvent: CC(=O)C (acetone). Conditions: time 3 hour. Yields the product C(\C=C\C#CCC#CCCCCC)O ((E)-2-tridecen-4,7-diyn-1-ol). The yield is 91.7%. RXN SMILES: CC([O:6][CH2:7]/[CH:8]=[CH:9]/[C:10]#[C:11][CH2:12][C:13]#[C:14][CH2:15][CH2:16][CH2:17][CH2:18][CH3:19])OCC.S(=O)(=O)(O)O>CC(C)=O>[CH2:7]([OH:6])/[CH:8]=[CH:9]/[C:10]#[C:11][CH2:12][C:13]#[C:14][CH2:15][CH2:16][CH2:17][CH2:18][CH3:19]. Procedure: A solution of (E)-4-methyl-3,5-dioxa-7-octadecen-9,12-diyne(3.76 g) in acetone (60 mL) was treated with aqueous sulfuric acid (0.2 N, 6 mL) and left at room temperature for 3 hours. Half of the acetone was removed in vacuo and the residual solution was poured into water, extracted with ether and the combined extracts were dried (MgSO4), concentrated and purified by liquid chromatography (4:1 parts by volume hexane-ethyl acetate) to yield pure material (E)-2-tridecen-4,7-diyn-1-ol (2.5 g).